From a dataset of the Open Reaction Database (ORD), a public repository of structured organic reaction records. describe an organic reaction: reactants, conditions, products, and yield Starting materials: NC1=NC=CC(=N1)N1C(=NC2=C1C=C(C=C2)C#CC(C)(O)C2=NC=CC=N2)OCCOC (4-[1-(2-aminopyrimidin-4-yl)-2-(2-methoxyethoxy)-1H-1,3-benzodiazol-6-yl]-2-(pyrimidin-2-yl)but-3-yn-2-ol), IC=1C=CC2=C(N(C(=N2)OCCOC)C2=NC(=NC=C2)N)C1 (4-[6-iodo-2-(2-methoxyethoxy)-1,3-benzodiazol-1-yl]pyrimidin-2-amine), CC1=NC(=NO1)[C@@](C)(C#C)O ((2R)-2-(5-methyl-1,2,4-oxadiazol-3-yl)but-3-yn-2-ol). Yields the product NC1=NC=CC(=N1)N1C(=NC2=C1C=C(C=C2)C#C[C@@](C)(O)C2=NOC(=N2)C)OCCOC ((2R)-4-[1-(2-aminopyrimidin-4-yl)-2-(2-methoxyethoxy)-1H-1,3-benzodiazol-6-yl]-2-(5-methyl-1,2,4-oxadiazol-3-yl)but-3-yn-2-ol). As a reaction SMILES: [NH2:1][C:2]1[N:7]=[C:6]([N:8]2[C:12]3[CH:13]=[C:14]([C:17]#[C:18][C:19]([C:22]4[N:27]=[CH:26][CH:25]=C[N:23]=4)([OH:21])[CH3:20])[CH:15]=[CH:16][C:11]=3[N:10]=[C:9]2[O:28][CH2:29][CH2:30][O:31][CH3:32])[CH:5]=[CH:4][N:3]=1.IC1C=CC2N=C([O:42]CCOC)N(C3C=CN=C(N)N=3)C=2C=1.CC1ON=C([C@](O)(C#C)C)N=1>>[NH2:1][C:2]1[N:7]=[C:6]([N:8]2[C:12]3[CH:13]=[C:14]([C:17]#[C:18][C@:19]([C:22]4[N:27]=[C:26]([CH3:25])[O:42][N:23]=4)([OH:21])[CH3:20])[CH:15]=[CH:16][C:11]=3[N:10]=[C:9]2[O:28][CH2:29][CH2:30][O:31][CH3:32])[CH:5]=[CH:4][N:3]=1. Procedure details: The title compound was prepared by the procedure described for the synthesis of 4-[1-(2-aminopyrimidin-4-yl)-2-(2-methoxyethoxy)-1H-1,3-benzodiazol-6-yl]-2-(pyrimidin-2-yl)but-3-yn-2-ol (Example 121-c), by reacting 4-[6-iodo-2-(2-methoxyethoxy)-1,3-benzodiazol-1-yl]pyrimidin-2-amine with (2R)-2-(5-methyl-1,2,4-oxadiazol-3-yl)but-3-yn-2-ol: 1H NMR (500 MHz, DMSO) delta 1.84 (3H, s), 2.61 (3H, s), 3.31 (3H, s), 3.84-3.69 (2H, m), 4.76-4.63 (2H, m), 6.66 (1H, s), 6.97 (1H, d, J=5.5 Hz), 7.09 (2H, s...